Dataset: the Open Reaction Database (ORD), a public repository of structured organic reaction records. Task: describe an organic reaction: reactants, conditions, products, and yield The reactants are C (methane), C(=O)(OCC1=CC=CC=C1)N[C@@H](CC(C)C)C(=O)N[C@@H](CC(C)C)C(=O)O (N-Cbz-L-leucinyl-L-leucine), C(C)(C)(C)OC(=O)N[C@@H](CC(C)C)C=1SC=C(N1)C(=O)OCC ((1S)1-(tert-butoxycarbonyl)amino-1-(4carboethoxythiazol-2-yl)-3-methylbutane), C(=O)(OCC1=CC=CC=C1)N[C@@H](CC(C)C)C(=O)O (N-Cbz-L-leucine). Product: C(C1=CC=CC=C1)OC(=O)N[C@H](C(=O)NCC=1SC=C(N1)C(=O)OCC)CC(C)C ((2S)-2-(benzyloxycarbonyl)amino-N-(4-carboethoxythiazol-2-yl)methyl-4-methylpentanamide). As a reaction SMILES: C.C(O[C:7]([NH:9][C@H:10]([C:15]1[S:16][CH:17]=[C:18]([C:20]([O:22][CH2:23][CH3:24])=[O:21])[N:19]=1)CC(C)C)=[O:8])(C)(C)C.[C:25]([NH:35][C@H:36](C(O)=O)[CH2:37][CH:38]([CH3:40])[CH3:39])([O:27][CH2:28][C:29]1[CH:34]=[CH:33][CH:32]=[CH:31][CH:30]=1)=[O:26].C(N[C@H](C(N[C@H](C(O)=O)CC(C)C)=O)CC(C)C)(OCC1C=CC=CC=1)=O>>[CH2:28]([O:27][C:25]([NH:35][C@@H:36]([CH2:37][CH:38]([CH3:40])[CH3:39])[C:7]([NH:9][CH2:10][C:15]1[S:16][CH:17]=[C:18]([C:20]([O:22][CH2:23][CH3:24])=[O:21])[N:19]=1)=[O:8])=[O:26])[C:29]1[CH:34]=[CH:33][CH:32]=[CH:31][CH:30]=1. Procedure details: Following the procedure of Example 13, except substituting 1-(tert-butoxycarbonyl)amino -1-4-carboethoxythiazol-2-yl)methane for (1S)1-(tert-butoxycarbonyl)amino-1-(4carboethoxythiazol-2-yl)-3-methylbutane, and N-Cbz-L-leucine for N-Cbz-L-leucinyl-L-leucine, the title compound was prepared (0.120 g, 32%). MS (MH+): 434.2. Reactants: NC=1C=C(C=CC1)O (m-aminophenol), [N+](=O)([O-])C1=CC=C(C=C1)F (p-nitrofluorobenzene), Cl (hydrochloric acid). Run in O (water). The product is [N+](=O)([O-])C1=CC=C(NC=2C=C(C=CC2)O)C=C1 (3-(4-nitroanilino)phenol). Reaction SMILES: [NH2:1][C:2]1[CH:3]=[C:4]([OH:8])[CH:5]=[CH:6][CH:7]=1.[N+:9]([C:12]1[CH:17]=[CH:16][C:15](F)=[CH:14][CH:13]=1)([O-:11])=[O:10].Cl>O>[N+:9]([C:12]1[CH:17]=[CH:16][C:15]([NH:1][C:2]2[CH:3]=[C:4]([OH:8])[CH:5]=[CH:6][CH:7]=2)=[CH:14][CH:13]=1)([O-:11])=[O:10]. Reported procedure: A mixture of 32.4 g (0.3 mol) of m-aminophenol and p-nitrofluorobenzene (0.15 mol) was boiled under reflux for 10 days in 400 ml of water and then poured into dilute hydrochloric acid, followed by extraction with ethyl acetate, washing 2 to 3 times with dilute hydrochloric acid and then concentrated. The deposited crystals were washed with hot benzene, cooled and then filtered. The yield was 26 g and the melting point was 158°-160° C.